Dataset: the Open Reaction Database (ORD), a public repository of structured organic reaction records. Task: describe an organic reaction: reactants, conditions, products, and yield Reported procedure: To a solution of 2-hydroxy-4-methoxybenzoic acid (1.68 g, 10 mmole) in tetrahydrofuran (40 mL) was added thionyl chloride (2.5 mL, 35 mmole) and refluxed 3 hr. The mixture was steamed (110° C.) by Dean-Stark. The residue was directly reacted with 4-chloro-2-fluorobenzenamine (1.1 mL, 10 mmole) in THF (40 mL) for 14 hr. The reaction mixture was concentrated and extracted with ethyl acetate, dried over anhydrous magnesium sulfate. Recrystallization of desired products from hot dichloromethane affo... Reaction SMILES: [OH:1][C:2]1[CH:10]=[C:9]([O:11][CH3:12])[CH:8]=[CH:7][C:3]=1[C:4]([OH:6])=O.S(Cl)(Cl)=O.[Cl:17][C:18]1[CH:23]=[CH:22][C:21]([NH2:24])=[C:20]([F:25])[CH:19]=1>O1CCCC1>[Cl:17][C:18]1[CH:23]=[CH:22][C:21]([NH:24][C:4](=[O:6])[C:3]2[CH:7]=[CH:8][C:9]([O:11][CH3:12])=[CH:10][C:2]=2[OH:1])=[C:20]([F:25])[CH:19]=1. Solvent: O1CCCC1 (tetrahydrofuran), C1CCOC1 (THF). Reactants: OC1=C(C(=O)O)C=CC(=C1)OC (2-hydroxy-4-methoxybenzoic acid), S(=O)(Cl)Cl (thionyl chloride), ClC1=CC(=C(C=C1)N)F (4-chloro-2-fluorobenzenamine). The product is ClC1=CC(=C(C=C1)NC(C1=C(C=C(C=C1)OC)O)=O)F (N-(4-chloro-2-fluorophenyl)-2-hydroxy-4-methoxybenzamide). Starting materials: FC(C(C(=O)OC(C)(C)C)(C(=O)OC(C)(C)C)CCN1C(C=2C(C1=O)=CC=CC2)=O)F (2-Difluoromethyl-2-(2-phthalimidoethyl)-propanedioic acid, bis tert.-butyl ester), disubstituted malonic acid. Solvent: C(C)(=O)O (acetic acid), FC(C(=O)O)(F)F (trifluoroacetic acid). Run at time 1.5 hour. Product: FC(C(C(=O)O)CCN1C(C=2C(C1=O)=CC=CC2)=O)F (2-Difluoromethyl-4-phthalimido-butanoic acid). Yield: 60.0%. As a reaction SMILES: [F:1][CH:2]([F:31])[C:3]([CH2:18][CH2:19][N:20]1[C:24](=[O:25])[C:23]2=[CH:26][CH:27]=[CH:28][CH:29]=[C:22]2[C:21]1=[O:30])(C(OC(C)(C)C)=O)[C:4]([O:6]C(C)(C)C)=[O:5]>FC(F)(F)C(O)=O.C(O)(=O)C>[F:31][CH:2]([F:1])[CH:3]([CH2:18][CH2:19][N:20]1[C:24](=[O:25])[C:23]2=[CH:26][CH:27]=[CH:28][CH:29]=[C:22]2[C:21]1=[O:30])[C:4]([OH:6])=[O:5]. Reported procedure: 2-Difluoromethyl-2-(2-phthalimidoethyl)-propanedioic acid, bis tert.-butyl ester prepared as in Step B (0.610 g, 1.40 mM) is dissolved in trifluoroacetic acid (8 ml) at room temperature. After stirring for 1.5 hour at room temperature, the solvent is evaporated in vacuo yielding a white solid. The crude disubstituted malonic acid is dissolved in glacial acetic acid (20 ml) and the mixture is heated at 100° C. for 15 hours. The solvent is evaporated in vacuo yielding a yellowish oil. Crystallizat... The reactants are C, CC(C)(C)OC(=O)N1CCC(CNC(=O)CNC(=O)OCc2ccccc2)CC1, CO, [Pd]. Product: CC(C)(C)OC(=O)N1CCC(CNC(=O)CN)CC1. As a reaction SMILES: [C:30].[CH2:1]([O:2][C:3](=[O:4])[NH:11][CH2:12][C:13](=[O:14])[NH:15][CH2:16][CH:17]1[CH2:18][CH2:19][N:20]([C:23](=[O:24])[O:25][C:26]([CH3:27])([CH3:28])[CH3:29])[CH2:21][CH2:22]1)[c:5]1[cH:6][cH:7][cH:8][cH:9][cH:10]1.[CH3:32][OH:33].[Pd:31]>>[NH2:11][CH2:12][C:13](=[O:14])[NH:15][CH2:16][CH:17]1[CH2:18][CH2:19][N:20]([C:23](=[O:24])[O:25][C:26]([CH3:27])([CH3:28])[CH3:29])[CH2:21][CH2:22]1. The reactants are CC(C)C[AlH]CC(C)C (DIBAL-H), COC1=CC=C(C=C1)C1C(C2=CC=CC=C2CC1)=O (2-(4'-methoxy-phenyl)-1,2,3,4-tetrahydronaphthalen-1-one). Run in C1CCOC1 (THF). Conditions: temperature 0 celsius, time 8 hour. The product is COC1=CC=C(C=C1)C1C(C2=CC=CC=C2CC1)O (2-(4'-methoxyphenyl)-1,2,3,4-tetrahydronaphthalen-1-ol). The yield is 68.1%. RXN SMILES: CC(C[AlH]CC(C)C)C.[CH3:10][O:11][C:12]1[CH:17]=[CH:16][C:15]([CH:18]2[CH2:27][CH2:26][C:25]3[C:20](=[CH:21][CH:22]=[CH:23][CH:24]=3)[C:19]2=[O:28])=[CH:14][CH:13]=1>C1COCC1>[CH3:10][O:11][C:12]1[CH:13]=[CH:14][C:15]([CH:18]2[CH2:27][CH2:26][C:25]3[C:20](=[CH:21][CH:22]=[CH:23][CH:24]=3)[CH:19]2[OH:28])=[CH:16][CH:17]=1. Procedure details: Step A Add DIBAL-H (83.8 mL, 83.8 mmol, 1M in THF) dropwise to a -78° C. solution of 2-(4'-methoxy-phenyl)-1,2,3,4-tetrahydronaphthalen-1-one (7.15 g, 27.94 mmol) in anhydrous THF (150 mL). Allow the reaction to come to room temperature overnight. Cool the mixture to 0° C. and quench with sodium sulfate decahydrate. Stir the mixture overnight, then vacuum filter and thoroughly wash the filtercake with THF. Concentrate the filtrate in vacuo, then chromatograph the resulting oil on silica gel usin... Reactants: C[SH]=c1[nH]ccc(=O)[nH]1, Cc1ccccc1, NCCN1CCC(C(c2ccc(F)cc2)c2ccc(F)cc2)CC1. Product: O=c1cc[nH]c(NCCN2CCC(C(c3ccc(F)cc3)c3ccc(F)cc3)CC2)n1. RXN SMILES: [CH3:1][SH:2]=[c:3]1[nH:4][cH:5][cH:6][c:7](=[O:9])[nH:8]1.[CH3:34][c:35]1[cH:36][cH:37][cH:38][cH:39][cH:40]1.[F:10][c:11]1[cH:12][cH:13][c:14]([CH:17]([CH:18]2[CH2:19][CH2:20][N:21]([CH2:24][CH2:25][NH2:26])[CH2:22][CH2:23]2)[c:27]2[cH:28][cH:29][c:30]([F:33])[cH:31][cH:32]2)[cH:15][cH:16]1>>[c:3]1([NH:26][CH2:25][CH2:24][N:21]2[CH2:20][CH2:19][CH:18]([CH:17]([c:14]3[cH:13][cH:12][c:11]([F:10])[cH:16][cH:15]3)[c:27]3[cH:28][cH:29][c:30]([F:33])[cH:31][cH:32]3)[CH2:23][CH2:22]2)[nH:4][cH:5][cH:6][c:7](=[O:9])[n:8]1. The reactants are COC1=CC2=C(N(C(=N2)\C=C\C2=CC=CC=C2)C2=NC=CC=C2)C=C1 ((E)-5-methoxy-1-(2-pyridyl)-2-styryl-1H-benzimidazole), OC=1C=C(C=CC2(NC3=C(N2C2=NC=CC=C2)C=CC(=C3)C(F)(F)F)\C=C\C3=CC=CC=C3)C=CC1 ((E)-2-(3-Hydroxystyryl)-1-(2-pyridyl)-2-styryl-5-trifluoromethyl-1H-benzimidazole), C(C(=O)O)(=O)O (oxalic acid). The solvent is C(C)(=O)OCC (ethyl acetate). Product: OC1=CC2=C(N(C(=N2)\C=C\C2=CC=CC=C2)C2=NC=CC=C2)C=C1 ((E)-5-Hydroxy-1-(2-pyridyl)-2-styryl-1H-benzimidazole). RXN SMILES: C[O:2][C:3]1[CH:25]=[CH:24][C:6]2[N:7]([C:18]3[CH:23]=[CH:22][CH:21]=[CH:20][N:19]=3)[C:8](/[CH:10]=[CH:11]/[C:12]3[CH:17]=[CH:16][CH:15]=[CH:14][CH:13]=3)=[N:9][C:5]=2[CH:4]=1.OC1C=C(C=CC=1)C=CC1(/C=C/C2C=CC=CC=2)N(C2C=CC=CN=2)C2C=CC(C(F)(F)F)=CC=2N1.C(O)(=O)C(O)=O>C(OCC)(=O)C>[OH:2][C:3]1[CH:25]=[CH:24][C:6]2[N:7]([C:18]3[CH:23]=[CH:22][CH:21]=[CH:20][N:19]=3)[C:8](/[CH:10]=[CH:11]/[C:12]3[CH:17]=[CH:16][CH:15]=[CH:14][CH:13]=3)=[N:9][C:5]=2[CH:4]=1. Procedure details: Free base of the titled compound was prepared from (E)-5-methoxy-1-(2-pyridyl)-2-styryl-1H-benzimidazole according to the preparation of (E)-2-(3-Hydroxystyryl)-1-(2-pyridyl)-2-styryl-5-trifluoromethyl-1H-benzimidazole (Example 32). The free base and oxalic acid were dissolved into ethyl acetate. Concentration and recrystallization from ethyl acetate/n-hexane yielded the titled compound. Reactants: C(#N)C1=CC=C(C=C1)O (4-cyanophenol), C(=O)([O-])[O-].[K+].[K+] (K2CO3), ClC=1C=CC(=C(C=O)C1)F (5-chloro-2-fluoro-benzaldehyde). The solvent is CN(C(C)=O)C (N,N-dimethylacetamide). Yields the product ClC1=CC(=C(OC2=CC=C(C#N)C=C2)C=C1)C=O (4-(4-chloro-2-formyl-phenoxy)-benzonitrile). The yield is 85.2%. Reaction SMILES: [Cl:1][C:2]1[CH:3]=[CH:4][C:5](F)=[C:6]([CH:9]=1)[CH:7]=[O:8].[C:11]([C:13]1[CH:18]=[CH:17][C:16]([OH:19])=[CH:15][CH:14]=1)#[N:12].C([O-])([O-])=O.[K+].[K+]>CN(C)C(=O)C>[Cl:1][C:2]1[CH:3]=[CH:4][C:5]([O:19][C:16]2[CH:17]=[CH:18][C:13]([C:11]#[N:12])=[CH:14][CH:15]=2)=[C:6]([CH:7]=[O:8])[CH:9]=1 |f:2.3.4|. Procedure: In a manner similar to the method described in Example 50a, 5-chloro-2-fluoro-benzaldehyde (2 g, 12.8 mmol) (Beta Pharma) was reacted with 4-cyanophenol (1.67 g, 14 mmol) and K2CO3 in N,N-dimethylacetamide to give 4-(4-chloro-2-formyl-phenoxy)-benzonitrile as a light yellow solid (Yield 2.81 g, 85%).